Dataset: the Open Reaction Database (ORD), a public repository of structured organic reaction records. Task: describe an organic reaction: reactants, conditions, products, and yield The reactants are ClCCCS(=O)(=O)N (3-chloro-1-propanesulfonamide), S.[K].C(C)O (potassium hydrogensulfide ethanol), C[O-].[Na+].CO (sodium methoxide methanol), ClC1=CN=C2N1N=C(C=C2)Cl (3,6-dichloroimidazo[1,2-b]pyridazine). The solvent is CO (methanol). Run at temperature 70 celsius. Yields the product ClC1=CN=C2N1N=C(C=C2)SCCCS(N)(=O)=O (3-chloro-6[(3-sulfamoylpropyl)thio]imidazo[1,2-b]pyridazine). Reaction SMILES: Cl[CH2:2][CH2:3][CH2:4][S:5]([NH2:8])(=[O:7])=[O:6].[SH2:9].[K].C(O)C.C[O-].[Na+].CO.[Cl:19][C:20]1[N:24]2[N:25]=[C:26](Cl)[CH:27]=[CH:28][C:23]2=[N:22][CH:21]=1>CO>[Cl:19][C:20]1[N:24]2[N:25]=[C:26]([S:9][CH2:2][CH2:3][CH2:4][S:5](=[O:7])(=[O:6])[NH2:8])[CH:27]=[CH:28][C:23]2=[N:22][CH:21]=1 |f:1.2.3,4.5.6,^1:9|. Reported procedure: To a solution of 1.57 g of 3-chloro-1-propanesulfonamide in 20 ml of methanol was added 20ml of 2N-potassium hydrogensulfide-ethanol solution, followed by heating at 70° C. for 50 minutes. Then, 1.48 g of 28% sodium methoxide-methanol solution and 1.32g of 3,6-dichloroimidazo[1,2-b]pyridazine were added to the reaction mixture and refluxed at 100° C. for 3 hours. The mixture was concentrated under reduced pressure, and to the residue was added 20 ml of water, which was adjusted to pH 7.0 with 1N...